describe an organic reaction: reactants, conditions, products, and yield From a dataset of the Open Reaction Database (ORD), a public repository of structured organic reaction records. Product: NC1=CC=2C=3N(C(NC2C=C1)=O)CCCN3 (10-Amino-6-oxo-2,3,4,5,6,7-hexahydropyrimido-[1,2-c]-quinazoline). Reaction SMILES: [N+:1]([C:4]1[CH:13]=[CH:12][C:11]2[NH:10][C:9](=[O:14])[N:8]3[CH2:15][CH2:16][CH2:17][N:18]=[C:7]3[C:6]=2[CH:5]=1)([O-])=O.S(S([O-])=O)([O-])=O.[Na+].[Na+]>>[NH2:1][C:4]1[CH:13]=[CH:12][C:11]2[NH:10][C:9](=[O:14])[N:8]3[CH2:15][CH2:16][CH2:17][N:18]=[C:7]3[C:6]=2[CH:5]=1 |f:1.2.3|. Procedure: Preparation analogously to Example 33 by reduction of 10-nitro-6-oxo-2,3,4,5,6,7-hexahydropyrimido-[1,2-c]-quinazoline using sodium dithionite. Starting materials: [N+](=O)([O-])C1=CC=2C=3N(C(NC2C=C1)=O)CCCN3 (10-nitro-6-oxo-2,3,4,5,6,7-hexahydropyrimido-[1,2-c]-quinazoline), S(=O)([O-])S(=O)[O-].[Na+].[Na+] (sodium dithionite). RXN SMILES: C[C:2]1[C:16](C)=[CH:15][C:5]2[NH:6][C:7]([NH:9][C:10](=[O:14])[CH2:11][CH2:12][NH2:13])=[N:8][C:4]=2[CH:3]=1.NC1NC2C=CC=CC=2N=1>>[NH:6]1[C:5]2[CH:15]=[CH:16][CH:2]=[CH:3][C:4]=2[N:8]=[C:7]1[NH:9][C:10](=[O:14])[CH2:11][CH2:12][NH2:13]. Reactants: CC1=CC2=C(NC(=N2)NC(CCN)=O)C=C1C (3-[(5,6-Dimethyl-1H-benzimidazol-2-yl)amino]-3-oxopropan-1-amine), NC=1NC2=C(N1)C=CC=C2 (2-aminobenzimidazole). Procedure: Synthesis took place in analogy to the preparation of 26 starting from (1.60 g; 12 mmol) of 2-aminobenzimidazole. 1.20 g; ESI-MS [M+H+]=205.2 The product is N1C(=NC2=C1C=CC=C2)NC(CCN)=O (3-[(1H-Benzimidazol-2-yl)amino]-3-oxopropan-1-amine).